From a dataset of the Open Reaction Database (ORD), a public repository of structured organic reaction records. describe an organic reaction: reactants, conditions, products, and yield The reactants are CN(C=1C=CC2=CC3=CC=C(C=C3N=C2C1)N(C)C)C (3,6-bis(dimethylamino)acridine), CN(C=1C=CC2=CC3=CC=C(C=C3N=C2C1)N(C)C)C (3,6-bis(dimethylamino)acridine), OCCCCCCCCCCBr (10-hydroxy-1-bromo decane), tertiary amine. The solvent is CN(C)C=O (DMF). The product is [Br-].OCCCCCCCCCCN1C=2C=C(C=CC2CC2=CC=C(C=C12)N(C)C)N(C)C (10-N-(10-Hydroxy-1-decyl)-3,6 bis(dimethylamino)acridine bromide salt). RXN SMILES: [CH3:1][N:2]([CH3:20])[C:3]1[CH:4]=[CH:5][C:6]2[C:15]([CH:16]=1)=[N:14][C:13]1[C:8](=[CH:9][CH:10]=[C:11]([N:17]([CH3:19])[CH3:18])[CH:12]=1)[CH:7]=2.[OH:21][CH2:22][CH2:23][CH2:24][CH2:25][CH2:26][CH2:27][CH2:28][CH2:29][CH2:30][CH2:31][Br:32]>CN(C=O)C>[Br-:32].[OH:21][CH2:22][CH2:23][CH2:24][CH2:25][CH2:26][CH2:27][CH2:28][CH2:29][CH2:30][CH2:31][N:14]1[C:13]2[C:8](=[CH:9][CH:10]=[C:11]([N:17]([CH3:19])[CH3:18])[CH:12]=2)[CH2:7][C:6]2[CH:5]=[CH:4][C:3]([N:2]([CH3:20])[CH3:1])=[CH:16][C:15]1=2 |f:3.4|. Procedure: 3,6-bis(dimethylamino)acridine (1.0 millimole) is dissolved in DMF (100 ml) containing 1.1 equivalent of tertiary amine base. To this is added 10-hydroxy-1-bromo decane (1.1 millimole), and the mixture is heated to reflux. When monitoring by TLC shows no remaining 3,6-bis(dimethylamino)acridine, the reaction is cooled and the 10-N-(10-hydroxyl-decyl)-3,6-bis(dimethylamino)acridine is isolated (0.75 millimoles).